Task: describe an organic reaction: reactants, conditions, products, and yield. Dataset: the Open Reaction Database (ORD), a public repository of structured organic reaction records Reactants: O=C([O-])O, CC#N, CCCOC(=O)Cl, O=C1OCCCN1Cc1ccccc1NS(=O)(=O)C(F)(F)F, [Na+], O. The product is CCCOC(=O)N(c1ccccc1CN1CCCOC1=O)S(=O)(=O)C(F)(F)F. Reaction SMILES: [C:23](=[O:24])([O-:25])[OH:26].[CH3:36][C:37]#[N:38].[Cl:28][C:29](=[O:30])[O:31][CH2:32][CH2:33][CH3:34].[F:1][C:2]([S:3](=[O:4])(=[O:5])[NH:6][c:7]1[c:8]([CH2:9][N:10]2[C:11](=[O:16])[O:12][CH2:13][CH2:14][CH2:15]2)[cH:17][cH:18][cH:19][cH:20]1)([F:21])[F:22].[Na+:27].[OH2:35]>>[F:1][C:2]([S:3](=[O:4])(=[O:5])[N:6]([c:7]1[c:8]([CH2:9][N:10]2[C:11](=[O:16])[O:12][CH2:13][CH2:14][CH2:15]2)[cH:17][cH:18][cH:19][cH:20]1)[C:29](=[O:30])[O:31][CH2:32][CH2:33][CH3:34])([F:21])[F:22]. Reactants: O=Cc1ccc(O)c(Br)c1, CC(=O)[O-], CC(=O)O, O=C1CNC(=S)N1, [Na+]. Yields the product O=C1NC(=S)NC1=Cc1ccc(O)c(Br)c1. RXN SMILES: [Br:1][c:2]1[cH:3][c:4]([CH:5]=[O:6])[cH:7][cH:8][c:9]1[OH:10].[CH3:19][C:20](=[O:21])[O-:22].[CH3:23][C:24](=[O:25])[OH:26].[NH:11]1[C:12](=[S:13])[NH:14][C:15](=[O:16])[CH2:17]1.[Na+:18]>>[Br:1][c:2]1[cH:3][c:4]([CH:5]=[C:17]2[NH:11][C:12](=[S:13])[NH:14][C:15]2=[O:16])[cH:7][cH:8][c:9]1[OH:10]. Starting materials: C1(CC1)N1C=C(C(C=2C=C3C(=NC12)C=C(C(=C3)F)F)=O)C(=O)O (1-cyclopropyl-7,8-difluoro-4-oxo-1,4-dihydrobenzo[b][1,8]naphthyridine-3-carboxylic acid), CS(=O)(=O)O.CS(=O)(=O)O.NC1(CNC1)C (3-amino-3-methylazetidine dimethanesulphonate). The product is NC1(CN(C1)C=1C(=CC=2C(=NC=3N(C=C(C(C3C2)=O)C(=O)O)C2CC2)C1)F)C (8-(3-amino-3-methyl-1-azetidinyl)-1-cyclopropyl-7-fluoro-4-oxo-1,4-dihydrobenzo[b][1,8]naphthyridine-3-carboxylic acid). Isolated yield 89.0%. Reaction SMILES: [CH:1]1([N:4]2[C:13]3[N:12]=[C:11]4[CH:14]=[C:15](F)[C:16]([F:18])=[CH:17][C:10]4=[CH:9][C:8]=3[C:7](=[O:20])[C:6]([C:21]([OH:23])=[O:22])=[CH:5]2)[CH2:3][CH2:2]1.CS(O)(=O)=O.CS(O)(=O)=O.[NH2:34][C:35]1([CH3:39])[CH2:38][NH:37][CH2:36]1>>[NH2:34][C:35]1([CH3:39])[CH2:38][N:37]([C:15]2[C:16]([F:18])=[CH:17][C:10]3[C:11]([CH:14]=2)=[N:12][C:13]2[N:4]([CH:1]4[CH2:2][CH2:3]4)[CH:5]=[C:6]([C:21]([OH:23])=[O:22])[C:7](=[O:20])[C:8]=2[CH:9]=3)[CH2:36]1 |f:1.2.3|. Reported procedure: 8-(3-Amino-3-methyl-1-azetidinyl)-1-cyclopropyl-7-fluoro-4-oxo-1,4-dihydrobenzo[b][1,8]-naphthyridine-3-carboxylic acid was prepared under the conditions described in Example 16, but starting with 1.58 g of 1-cyclopropyl-7,8-difluoro-4-oxo-1,4-dihydrobenzo[b][1,8]naphthyridine-3-carboxylic acid and 2.22 g of 3-amino-3-methylazetidine dimethanesulphonate. 1.7 g of 8-(3-amino-3-methyl-1-azetidinyl)-1-cyclopropyl-7-fluoro-4-oxo-1,4-dihydrobenzo[b][1,8]naphthyridine-3-carboxylic acid are obtained in... Starting materials: [BH4-].[Na+] (sodium borohydride), O=C1C2=CC=CC=C2OC=2C=CC(=CC12)CC(=O)OCC (ethyl 9-oxo-9H-xanthene-2-acetate). Run in C(C)O (ethanol), C(C)O (ethanol). Reaction conditions: time 15 hour. Product: OC1C2=CC=CC=C2OC=2C=CC(=CC12)CC(=O)OCC (ethyl 9-hydroxy-9H-xanthene-2-acetate). The yield is 42.9%. Reaction SMILES: [BH4-].[Na+].[O:3]=[C:4]1[C:17]2[CH:16]=[C:15]([CH2:18][C:19]([O:21][CH2:22][CH3:23])=[O:20])[CH:14]=[CH:13][C:12]=2[O:11][C:10]2[C:5]1=[CH:6][CH:7]=[CH:8][CH:9]=2>C(O)C>[OH:3][CH:4]1[C:17]2[CH:16]=[C:15]([CH2:18][C:19]([O:21][CH2:22][CH3:23])=[O:20])[CH:14]=[CH:13][C:12]=2[O:11][C:10]2[C:5]1=[CH:6][CH:7]=[CH:8][CH:9]=2 |f:0.1|. Reported procedure: 5.67 g (150 mmol) of sodium borohydride are added in portions to a solution of 14.2 g (50 mmol) of ethyl 9-oxo-9H-xanthene-2-acetate (Example 10d) in 130 ml of ethanol. The suspension is stirred at room temperature for 15 hours, subsequently diluted with 80 ml of ethanol and poured onto water. The product is extracted with ethyl acetate. The organic phases are washed with an aqueous saturated sodium chloride solution, combined, dried over sodium sulfate and concentrated on a vacuum rotary evapor... Starting materials: C1(CCC1)C(CS)(CS)CS (2-cyclobutyl-2-mercaptomethylpropane-1,3-dithiol), COC(OC)OC (trimethylorthoformate), resin. Solvent: C1=CC=CC=C1 (benzene). Yields the product C1(CCC1)C12CSC(SC1)SC2 (4-cyclobutyl-2,6,7-trithiabicyclo[2.2.2]octane). The yield is 41.2%. Reaction SMILES: [CH:1]1([C:5]([CH2:10][SH:11])([CH2:8][SH:9])[CH2:6][SH:7])[CH2:4][CH2:3][CH2:2]1.[CH3:12]OC(OC)OC>C1C=CC=CC=1>[CH:1]1([C:5]23[CH2:6][S:7][CH:12]([S:9][CH2:8]2)[S:11][CH2:10]3)[CH2:2][CH2:3][CH2:4]1. Procedure details: A mixture of 2-cyclobutyl-2-mercaptomethylpropane-1,3-dithiol (4 g, 20 mmol), trimethylorthoformate (2.5 g, 24 mmol) and Amberlyst 15 ion-exchange resin (1 g) was heated to reflux with stirring under a nitrogen atmosphere for 1 hour in dry benzene (100 ml). The mixture was filtered and evaporated to leave a residue which was washed with diethyl ether to give 4-cyclobutyl-2,6,7-trithiabicyclo[2.2.2]octane as a white solid (1.8 g, 43%) mp 112°-114° C., [M+1]+ 219. Yield: 76.3%. Run in C1(=CC=CC=C1)C (toluene). The reactants are N(=NC(=O)OC(C)C)C(=O)OC(C)C (Diisopropyl azodicarboxylate), C(C1=CC=CC=C1)OC1=CC=CC2=C1C(=NO2)O (4-(Benzyloxy)-1,2-benzisoxazol-3-ol), OCCC1CCN(CC1)C(=O)OC(C)(C)C (tert-butyl 4-(2-hydroxyethyl)piperidine-1-carboxylate), C1(=CC=CC=C1)P(C1=CC=CC=C1)C1=CC=CC=C1 (triphenylphosphine). As a reaction SMILES: N(C(OC(C)C)=O)=NC(OC(C)C)=O.[CH2:15]([O:22][C:23]1[C:28]2[C:29]([OH:32])=[N:30][O:31][C:27]=2[CH:26]=[CH:25][CH:24]=1)[C:16]1[CH:21]=[CH:20][CH:19]=[CH:18][CH:17]=1.O[CH2:34][CH2:35][CH:36]1[CH2:41][CH2:40][N:39]([C:42]([O:44][C:45]([CH3:48])([CH3:47])[CH3:46])=[O:43])[CH2:38][CH2:37]1.C1(P(C2C=CC=CC=2)C2C=CC=CC=2)C=CC=CC=1>C1(C)C=CC=CC=1>[CH2:15]([O:22][C:23]1[C:28]2[C:29]([O:32][CH2:34][CH2:35][CH:36]3[CH2:37][CH2:38][N:39]([C:42]([O:44][C:45]([CH3:46])([CH3:48])[CH3:47])=[O:43])[CH2:40][CH2:41]3)=[N:30][O:31][C:27]=2[CH:26]=[CH:25][CH:24]=1)[C:16]1[CH:17]=[CH:18][CH:19]=[CH:20][CH:21]=1. Reported procedure: Diisopropyl azodicarboxylate (3.2 mL, 17 mmol) was added to a mixture of 4-(benzyloxy)-1,2-benzisoxazol-3-ol (2.7 g, 11 mmol, EXAMPLE 7, Step 1), tert-butyl 4-(2-hydroxyethyl)piperidine-1-carboxylate (3.1 g, 14 mmol), and triphenylphosphine (4.3 g, 17 mmol) in toluene (11 mL) at 0° C. The mixture was stirred at room temperature for 16 h, and concentrated in vacuo to give a yellow oil. The residual oil was purified by silica gel column chromatography (hexane/ethyl acetate 4:1) to give 3.8 g (76%)... Run at time 16 hour. Yields the product C(C1=CC=CC=C1)OC1=CC=CC2=C1C(=NO2)OCCC2CCN(CC2)C(=O)OC(C)(C)C (tert-Butyl 4-(2-{[4-(benzyloxy)-1,2-benzisoxazol-3-yl]oxy}ethyl)piperidine-1-carboxylate). The reactants are CC1N=C(OC(C1O)C1=CC=CC=C1)C1=CC=CC=C1 (4-methyl-2,6-diphenyl-5,6-dihydro-4H-1,3-oxazin-5-ol), C1(=CC=CC=C1)N=C=O (phenyl isocyanate). The product is C1(=CC=CC=C1)C=1OC(C(C(N1)C)OC(NC1=CC=CC=C1)=O)C1=CC=CC=C1 (2,6-diphenyl-4-methyl-5-phenylcarbamoyloxy-5,6-dihydro-4H-1,3-oxazine). Yield: 15.0%. RXN SMILES: [CH3:1][CH:2]1[CH:7]([OH:8])[CH:6]([C:9]2[CH:14]=[CH:13][CH:12]=[CH:11][CH:10]=2)[O:5][C:4]([C:15]2[CH:20]=[CH:19][CH:18]=[CH:17][CH:16]=2)=[N:3]1.[C:21]1([N:27]=[C:28]=[O:29])[CH:26]=[CH:25][CH:24]=[CH:23][CH:22]=1>>[C:15]1([C:4]2[O:5][CH:6]([C:9]3[CH:14]=[CH:13][CH:12]=[CH:11][CH:10]=3)[CH:7]([O:8][C:28](=[O:29])[NH:27][C:21]3[CH:26]=[CH:25][CH:24]=[CH:23][CH:22]=3)[CH:2]([CH3:1])[N:3]=2)[CH:20]=[CH:19][CH:18]=[CH:17][CH:16]=1. Procedure details: Working in a manner similar to that described in Example 12, but starting with 4-methyl-2,6-diphenyl-5,6-dihydro-4H-1,3-oxazin-5-ol (mixture of 4SR, 5RS, 6SR and 4RS, 5RS, 6SR diastereoisomers, 50:50 mole/mole; 3.7 g) and phenyl isocyanate (5 g), then purifying the oil obtained by chromatography on a column (height: 45 cm; diameter: 4 cm) of silica, eluting with a mixture of cyclohexane and ethyl acetate (85:15 by volume) and collecting 25-cc fractions, fractions 22 to 25 being combined and conc...